Dataset: the Open Reaction Database (ORD), a public repository of structured organic reaction records. Task: describe an organic reaction: reactants, conditions, products, and yield Reactants: Br (hydrobromic acid), CC(=C)C1=CC=CC=C1 (α-methylstyrene), C1(=C(C=C(C=C1)C)C)NC(=O)N (2,4 -xylylurea), [N+](=O)([O-])C1=CC=CC=C1 (nitrobenzene), Br (hydrobromic acid). Solvent: CCCCCC (n-hexane). Reaction conditions: time 5 hour. The product is 13.4, CC(C1=CC=CC=C1)(C)NC(=O)NC1=CC=C(C=C1)C (N-(α,α-dimethylbenzyl)-N'-(p-tolyl)urea). Reaction SMILES: [C:1]1([NH:9][C:10]([NH2:12])=[O:11])[CH:6]=[CH:5][C:4]([CH3:7])=[CH:3][C:2]=1C.[N+](C1C=CC=CC=1)([O-])=O.[CH3:22][C:23]([C:25]1[CH:30]=[CH:29][CH:28]=[CH:27][CH:26]=1)=[CH2:24].Br>CCCCCC>[CH3:22][C:23]([NH:12][C:10]([NH:9][C:1]1[CH:2]=[CH:3][C:4]([CH3:7])=[CH:5][CH:6]=1)=[O:11])([CH3:24])[C:25]1[CH:30]=[CH:29][CH:28]=[CH:27][CH:26]=1. Procedure: 12.4 parts of 2,4 -xylylurea was suspended in 50 parts of nitrobenzene, and 30 parts of α-methylstyrene was added. The mixture was stirred while introducing anhydrous hydrobromic acid portionwise. When the amount of the mixture increased by 10 parts, the introduction of the hydrobromic acid was stopped. The reaction was then performed at 40° C. for 5 hours. The resulting reaction mixture was allowed to stand overnight. Then, 30 parts of n-hexane was added, and the mixture was further allowed to ...